This data is from the Open Reaction Database (ORD), a public repository of structured organic reaction records. The task is: describe an organic reaction: reactants, conditions, products, and yield Conditions: time 4 hour. Procedure: A mixture of 6.0 g of 6,7-dichloro-5-methoxy-2-phenylbenzo[b]thiophene and 42 g of pyridine hydrochloride is stirred at 190°-195° for 4 hours. The slightly cooled reaction mixture is poured into a mixture of 800 g of ice and 10 ml of conc.hydrochloric acid. Extraction with ether, followed by washing and drying, yields 5.23 g of 6,7-dichloro-5-hydroxy-2-phenylbenzo[b]thiophene as an off-white solid, mp 122°-124°. Recrystallization from ether-hexane yields prisms, mp 124°-126°. The yield is 91.3%. Reaction SMILES: [Cl:1][C:2]1[C:3]([O:18]C)=[CH:4][C:5]2[CH:9]=[C:8]([C:10]3[CH:15]=[CH:14][CH:13]=[CH:12][CH:11]=3)[S:7][C:6]=2[C:16]=1[Cl:17].Cl.N1C=CC=CC=1.Cl>>[Cl:1][C:2]1[C:3]([OH:18])=[CH:4][C:5]2[CH:9]=[C:8]([C:10]3[CH:15]=[CH:14][CH:13]=[CH:12][CH:11]=3)[S:7][C:6]=2[C:16]=1[Cl:17] |f:1.2|. Reactants: Cl (hydrochloric acid), ClC=1C(=CC2=C(SC(=C2)C2=CC=CC=C2)C1Cl)OC (6,7-dichloro-5-methoxy-2-phenylbenzo[b]thiophene), Cl.N1=CC=CC=C1 (pyridine hydrochloride), ice. Yields the product ClC=1C(=CC2=C(SC(=C2)C2=CC=CC=C2)C1Cl)O (6,7-dichloro-5-hydroxy-2-phenylbenzo[b]thiophene).